Dataset: the Open Reaction Database (ORD), a public repository of structured organic reaction records. Task: describe an organic reaction: reactants, conditions, products, and yield Reported procedure: Ethanol (14.8 ml), concentrated hydrochloric acid (as 12 mol/L) (219 μl, 1.05 eq.) and water (6 μl) were added to N-{4-[2-amino-5-(3,4-dimethoxyphenyl)pyridin-3-yl]phenyl}-5-(4-fluorophenyl)-4-oxo-1-(2,2,2-trifluoroethyl)-1,4-dihydropyridine-3-carboxamide (1.50 g, 2.43 mmol) at room temperature. The mixture was stirred at 40° C. for about 11 hours and then at room temperature for one hour, and the precipitated solid was collected by filtration. The solid was then dried under reduced pressure at ... The reactants are C(C)O (Ethanol), Cl (hydrochloric acid), NC1=NC=C(C=C1C1=CC=C(C=C1)NC(=O)C1=CN(C=C(C1=O)C1=CC=C(C=C1)F)CC(F)(F)F)C1=CC(=C(C=C1)OC)OC (N-{4-[2-amino-5-(3,4-dimethoxyphenyl)pyridin-3-yl]phenyl}-5-(4-fluorophenyl)-4-oxo-1-(2,2,2-trifluoroethyl)-1,4-dihydropyridine-3-carboxamide). The yield is 97.0%. Run at temperature 40 celsius, time 11 hour. Run in O (water). Yields the product Cl.NC1=NC=C(C=C1C1=CC=C(C=C1)NC(=O)C1=CN(C=C(C1=O)C1=CC=C(C=C1)F)CC(F)(F)F)C1=CC(=C(C=C1)OC)OC (N-{4-[2-Amino-5-(3,4-dimethoxyphenyl)pyridin-3-yl]phenyl}-5-(4-fluorophenyl)-4-oxo-1-(2,2,2-trifluoroethyl)-1,4-dihydropyridine-3-carboxamide hydrochloride). As a reaction SMILES: C(O)C.[ClH:4].[NH2:5][C:6]1[C:11]([C:12]2[CH:17]=[CH:16][C:15]([NH:18][C:19]([C:21]3[C:26](=[O:27])[C:25]([C:28]4[CH:33]=[CH:32][C:31]([F:34])=[CH:30][CH:29]=4)=[CH:24][N:23]([CH2:35][C:36]([F:39])([F:38])[F:37])[CH:22]=3)=[O:20])=[CH:14][CH:13]=2)=[CH:10][C:9]([C:40]2[CH:45]=[CH:44][C:43]([O:46][CH3:47])=[C:42]([O:48][CH3:49])[CH:41]=2)=[CH:8][N:7]=1>O>[ClH:4].[NH2:5][C:6]1[C:11]([C:12]2[CH:13]=[CH:14][C:15]([NH:18][C:19]([C:21]3[C:26](=[O:27])[C:25]([C:28]4[CH:29]=[CH:30][C:31]([F:34])=[CH:32][CH:33]=4)=[CH:24][N:23]([CH2:35][C:36]([F:37])([F:38])[F:39])[CH:22]=3)=[O:20])=[CH:16][CH:17]=2)=[CH:10][C:9]([C:40]2[CH:45]=[CH:44][C:43]([O:46][CH3:47])=[C:42]([O:48][CH3:49])[CH:41]=2)=[CH:8][N:7]=1 |f:4.5|. Starting materials: CC1CCCO1, CCOC(C)=O, O=C1CCc2ccc(OCCCCN3CCN(c4cccc(Cl)c4Cl)CC3)cc2N1, O=C(Cl)OCCl, [H-], [Na+]. Product: O=C1CCc2ccc(OCCCCN3CCN(c4cccc(Cl)c4Cl)CC3)cc2N1C(=O)OCCl. RXN SMILES: [CH3:39][CH:40]1[CH2:41][CH2:42][CH2:43][O:44]1.[CH3:45][CH2:46][O:47][C:48](=[O:49])[CH3:50].[Cl:1][c:2]1[cH:3][cH:4][cH:5][c:6]([N:7]2[CH2:8][CH2:9][N:10]([CH2:11][CH2:12][CH2:13][CH2:14][O:15][c:16]3[cH:17][cH:18][c:19]4[c:25]([cH:26]3)[NH:24][C:22](=[O:23])[CH2:21][CH2:20]4)[CH2:27][CH2:28]2)[c:29]1[Cl:30].[Cl:33][C:34](=[O:35])[O:36][CH2:37][Cl:38].[H-:32].[Na+:31]>>[Cl:1][c:2]1[cH:3][cH:4][cH:5][c:6]([N:7]2[CH2:8][CH2:9][N:10]([CH2:11][CH2:12][CH2:13][CH2:14][O:15][c:16]3[cH:17][cH:18][c:19]4[c:25]([cH:26]3)[N:24]([C:34](=[O:35])[O:36][CH2:37][Cl:38])[C:22](=[O:23])[CH2:21][CH2:20]4)[CH2:27][CH2:28]2)[c:29]1[Cl:30]. Starting materials: COC=1C=C(C(=O)O)C=CC1OC (3,4-Dimethoxybenzoic acid), CCN=C=NCCCN(C)C.Cl (EDCl), COC([C@H](CC1=CC=C(C=C1)OC1=C(C(=NC=C1)C)C)NC(=O)[C@H]1NCC=2C=C3C(=CC2C1)OC[C@@H](O3)C3=CC=C(C=C3)OCC3=CC(=C(C=C3)Cl)Cl)=O ((S)-2-({(3S,8S)-3-[4-(3,4-dichloro-benzyloxy)-phenyl]-2,3,6,7,8,9-hexahydro-[1,4]dioxino[2,3-g]isoquinoline-8-carbonyl}-amino)-3-[4-(2,3-dimethyl-pyridin-4-yloxy)-phenyl]-propionic acid methyl ester). Run in C(Cl)Cl (DCM), C(Cl)Cl (DCM). Reaction conditions: time 16 hour. Product: ClC=1C=C(COC2=CC=C(C=C2)[C@@H]2OC=3C(=CC=4C[C@H](N(CC4C3)C(C3=CC(=C(C=C3)OC)OC)=O)C(=O)N[C@H](C(=O)O)CC3=CC=C(C=C3)OC3=C(C(=NC=C3)C)C)OC2)C=CC1Cl ((S)-2-{[(3S,8S)-3-[4-(3,4-Dichloro-benzyloxy)-phenyl]-7-(3,4-dimethoxy-benzoyl)-2,3,6,7,8,9-hexahydro-[1,4]dioxino[2,3-g]isoquinoline-8-carbonyl]-amino}-3-[4-(2,3-dimethyl-pyridin-4-yloxy)-phenyl]-propionic acid). Reaction SMILES: [CH3:1][O:2][C:3]1[CH:4]=[C:5]([CH:9]=[CH:10][C:11]=1[O:12][CH3:13])[C:6]([OH:8])=O.CCN=C=NCCCN(C)C.Cl.C[O:27][C:28](=[O:79])[C@@H:29]([NH:46][C:47]([C@@H:49]1[CH2:58][C:57]2[CH:56]=[C:55]3[O:59][CH2:60][C@H:61]([C:63]4[CH:68]=[CH:67][C:66]([O:69][CH2:70][C:71]5[CH:76]=[CH:75][C:74]([Cl:77])=[C:73]([Cl:78])[CH:72]=5)=[CH:65][CH:64]=4)[O:62][C:54]3=[CH:53][C:52]=2[CH2:51][NH:50]1)=[O:48])[CH2:30][C:31]1[CH:36]=[CH:35][C:34]([O:37][C:38]2[CH:43]=[CH:42][N:41]=[C:40]([CH3:44])[C:39]=2[CH3:45])=[CH:33][CH:32]=1>C(Cl)Cl>[Cl:78][C:73]1[CH:72]=[C:71]([CH:76]=[CH:75][C:74]=1[Cl:77])[CH2:70][O:69][C:66]1[CH:67]=[CH:68][C:63]([C@H:61]2[CH2:60][O:59][C:55]3=[CH:56][C:57]4[CH2:58][C@@H:49]([C:47]([NH:46][C@@H:29]([CH2:30][C:31]5[CH:36]=[CH:35][C:34]([O:37][C:38]6[CH:43]=[CH:42][N:41]=[C:40]([CH3:44])[C:39]=6[CH3:45])=[CH:33][CH:32]=5)[C:28]([OH:79])=[O:27])=[O:48])[N:50]([C:6](=[O:8])[C:5]5[CH:9]=[CH:10][C:11]([O:12][CH3:13])=[C:3]([O:2][CH3:1])[CH:4]=5)[CH2:51][C:52]=4[CH:53]=[C:54]3[O:62]2)=[CH:64][CH:65]=1 |f:1.2|. Procedure details: 3,4-Dimethoxybenzoic acid (1 eq.) was stirred in dry DCM with 0.5 eq EDCl at RT for 1 h. (S)-2-({(3S,8S)-3-[4-(3,4-dichloro-benzyloxy)-phenyl]-2,3,6,7,8,9-hexahydro-[1,4]dioxino[2,3-g]isoquinoline-8-carbonyl}-amino)-3-[4-(2,3-dimethyl-pyridin-4-yloxy)-phenyl]-propionic acid methyl ester in dry DCM (10 eq benzoic acid relative to amine) was added and the resulting mixture stirred 16 h, then directly purified by flash chromatography. The resulting compound was hydrolyzed according to General Proce... Starting materials: C(C)N=C=NCCCN(C)C (1-ethyl-3-(3-dimethylaminopropyl)carbodiimide), ON1N=NC2=C1C=CC=C2 (1-hydroxybenzotriazole), [F-].C(CCC)[N+](CCCC)(CCCC)CCCC (tetrabutylammonium fluoride), solution, Example 3 ( 3b ), Example 5 ( 5a ), C(C1=CC=CC=C1)C1=CC=C(C(=O)O)C=C1 (4-benzylbenzoic acid), [Si](C)(C)(C(C)(C)C)OCC1=CC(=CS1)C(N)=NO (5-({[t-butyl(dimethyl)silyl]oxy}methyl)-N′-hydroxythiophene-3-carboximidamide). The solvent is O1CCCC1 (tetrahydrofuran). Yields the product crude product, C(C1=CC=CC=C1)C1=CC=C(C=C1)C1=NC(=NO1)C=1C=C(SC1)CO ({4-[5-(4-Benzylphenyl)-1,2,4-oxadiazol-3-yl]-2-thienyl}methanol). As a reaction SMILES: [CH2:1]([C:8]1[CH:16]=[CH:15][C:11]([C:12]([OH:14])=O)=[CH:10][CH:9]=1)[C:2]1[CH:7]=[CH:6][CH:5]=[CH:4][CH:3]=1.ON1C2C=CC=CC=2N=N1.C(N=C=NCCCN(C)C)C.[Si]([O:45][CH2:46][C:47]1[S:51][CH:50]=[C:49]([C:52](=[N:54]O)[NH2:53])[CH:48]=1)(C(C)(C)C)(C)C.[F-].C([N+](CCCC)(CCCC)CCCC)CCC>O1CCCC1>[CH2:1]([C:8]1[CH:9]=[CH:10][C:11]([C:12]2[O:14][N:54]=[C:52]([C:49]3[CH:48]=[C:47]([CH2:46][OH:45])[S:51][CH:50]=3)[N:53]=2)=[CH:15][CH:16]=1)[C:2]1[CH:3]=[CH:4][CH:5]=[CH:6][CH:7]=1 |f:4.5|. Procedure: The crude product of the title compound was synthesized by conducting the similar reaction to that mentioned in Example 5 (5a) using 4-benzylbenzoic acid (0.12 g, 0.55 mmol), 1-hydroxybenzotriazole (88 mg, 0.65 mmol), 1-ethyl-3-(3-dimethylaminopropyl)carbodiimide (0.12 g, 0.60 mmol), 5-({[t-butyl(dimethyl)silyl]oxy}methyl)-N′-hydroxythiophene-3-carboximidamide (0.14 g, 0.5 mmol) that was obtained in Example 3 (3b), and tetrabutylammonium fluoride (a 1.0 M solution in tetrahydrofuran, 1.0 ml, 1.0... Reactants: solution, C(C)(C)(C)[Li] (tert-butyllithium), hexanes, solution, C[Sn](C)(C)Cl (trimethyltin chloride), C(C)C(CC=1C=C2C(=CC1CC(CCCC)CC)C1=C(SC=C1)C=1SC=CC12)CCCC (5,6-bis(2-ethylhexyl)naphtho[2,1-b:3,4-b′]dithiophene). Solvent: hexanes, C(C)OCC (diethyl ether). Conditions: temperature -78 celsius, time 30 minute. The product is C(C)C(CC=1C=C2C(=CC1CC(CCCC)CC)C1=C(SC(=C1)[Sn](C)(C)C)C=1SC(=CC12)[Sn](C)(C)C)CCCC ((5,6-bis(2-ethylhexyl)naphtho[2,1-b:3,4-b′]dithiophene-2,9-diyl)bis(trimethylstannane)). Isolated yield 84.0%. Reaction SMILES: [CH2:1]([CH:3]([CH2:29][CH2:30][CH2:31][CH3:32])[CH2:4][C:5]1[CH:6]=[C:7]2[C:28]3[CH:27]=[CH:26][S:25][C:24]=3[C:20]3[S:21][CH:22]=[CH:23][C:19]=3[C:8]2=[CH:9][C:10]=1[CH2:11][CH:12]([CH2:17][CH3:18])[CH2:13][CH2:14][CH2:15][CH3:16])[CH3:2].C([Li])(C)(C)C.[CH3:38][Sn:39](Cl)([CH3:41])[CH3:40]>C(OCC)C>[CH2:1]([CH:3]([CH2:29][CH2:30][CH2:31][CH3:32])[CH2:4][C:5]1[CH:6]=[C:7]2[C:28]3[CH:27]=[C:26]([Sn:39]([CH3:41])([CH3:40])[CH3:38])[S:25][C:24]=3[C:20]3[S:21][C:22]([Sn:39]([CH3:41])([CH3:40])[CH3:38])=[CH:23][C:19]=3[C:8]2=[CH:9][C:10]=1[CH2:11][CH:12]([CH2:17][CH3:18])[CH2:13][CH2:14][CH2:15][CH3:16])[CH3:2]. Reported procedure: A dry 100-mL three-neck flask was flushed with N2 and was charged with 5,6-bis(2-ethylhexyl)naphtho[2,1-b:3,4-b′]dithiophene (0.50 g, 1.1 mmol) and diethyl ether (Et2O) (11 mL, 0.10 M) via deoxygenated syringe. The reaction flask was cooled to −78° C. and a 1.3 M solution of tert-butyllithium in hexanes (2.3 mL, 3.0 mmol) was added drop-wise via deoxygenated syringe. After 30 minutes of stirring at −78° C., the solution was chilled to 0° C. and stirring was continued for 5 minutes, at which poin... The product is CC(C)N1CCC(NC(=O)c2cc([N+](=O)[O-])cn2CC(=O)Nc2ccc(Cl)cn2)CC1. Reaction SMILES: [Br:34][CH2:35][C:36](=[O:37])[NH:38][c:39]1[n:40][cH:41][c:42]([Cl:45])[cH:43][cH:44]1.[C:28](=[O:29])([O-:30])[O-:31].[CH:8]([CH3:9])([CH3:10])[N:11]1[CH2:12][CH2:13][CH:14]([NH:17][C:18](=[O:19])[c:20]2[nH:21][cH:22][c:23]([N+:25](=[O:26])[O-:27])[cH:24]2)[CH2:15][CH2:16]1.[Cs+:32].[Cs+:33].[F:1][C:2]([F:3])([F:4])[C:5]([OH:6])=[O:7].[O:46]=[CH:47][N:48]([CH3:49])[CH3:50]>>[CH:8]([CH3:9])([CH3:10])[N:11]1[CH2:12][CH2:13][CH:14]([NH:17][C:18](=[O:19])[c:20]2[n:21]([CH2:35][C:36](=[O:37])[NH:38][c:39]3[n:40][cH:41][c:42]([Cl:45])[cH:43][cH:44]3)[cH:22][c:23]([N+:25](=[O:26])[O-:27])[cH:24]2)[CH2:15][CH2:16]1. The reactants are O=C(CBr)Nc1ccc(Cl)cn1, O=C([O-])[O-], CC(C)N1CCC(NC(=O)c2cc([N+](=O)[O-])c[nH]2)CC1, [Cs+], [Cs+], O=C(O)C(F)(F)F, CN(C)C=O. The reactants are ClC=1C(=NN(C1C)C1=C(C=C(C(=O)O)C=C1)C(=O)N1CC2=CC=CC=C2CC1)C(N(CCCC)CCCC)=O (4-(4-chloro-3-(dibutylcarbamoyl)-5-methyl-1H-pyrazol-1-yl)-3-(1,2,3,4-tetrahydroisoquinoline-2-carbonyl)benzoic acid), ClC=1C(=NN(C1)C1=C(C=C(C(=O)OCC)C=C1)C(=O)N1CC2=CC=CC=C2CC1)C(N(CCCC)CCCC)=O (ethyl 4-(4-chloro-3-(dibutylcarbamoyl)-1H-pyrazol-1-yl)-3-(1,2,3,4-tetrahydroisoquinoline-2-carbonyl)benzoate). Product: ClC=1C(=NN(C1)C1=C(C=C(C(=O)O)C=C1)C(=O)N1CC2=CC=CC=C2CC1)C(N(CCCC)CCCC)=O (4-(4-Chloro-3-(dibutylcarbamoyl)-1H-pyrazol-1-yl)-3-(1,2,3,4-tetrahydroisoquinoline-2-carbonyl)benzoic acid). Isolated yield 94.0%. As a reaction SMILES: [Cl:1][C:2]1[C:3]([C:29](=[O:39])[N:30]([CH2:35][CH2:36][CH2:37][CH3:38])[CH2:31][CH2:32][CH2:33][CH3:34])=[N:4][N:5]([C:8]2[CH:16]=[CH:15][C:11]([C:12]([OH:14])=[O:13])=[CH:10][C:9]=2[C:17]([N:19]2[CH2:28][CH2:27][C:26]3[C:21](=[CH:22][CH:23]=[CH:24][CH:25]=3)[CH2:20]2)=[O:18])[C:6]=1C.ClC1C(C(=O)N(CCCC)CCCC)=NN(C2C=CC(C(OCC)=O)=CC=2C(N2CCC3C(=CC=CC=3)C2)=O)C=1>>[Cl:1][C:2]1[C:3]([C:29](=[O:39])[N:30]([CH2:35][CH2:36][CH2:37][CH3:38])[CH2:31][CH2:32][CH2:33][CH3:34])=[N:4][N:5]([C:8]2[CH:16]=[CH:15][C:11]([C:12]([OH:14])=[O:13])=[CH:10][C:9]=2[C:17]([N:19]2[CH2:28][CH2:27][C:26]3[C:21](=[CH:22][CH:23]=[CH:24][CH:25]=3)[CH2:20]2)=[O:18])[CH:6]=1. Reported procedure: Following a procedure analogous to that for the synthesis of Intermediate 1F, ethyl 4-(4-chloro-3-(dibutylcarbamoyl)-1H-pyrazol-1-yl)-3-(1,2,3,4-tetrahydroisoquinoline-2-carbonyl)benzoate (155 mg, 0.27 mmol) was converted to the title compound (138 mg, 94%). MS(ESI+) m/z 537.3 (M+H)+.